From a dataset of the Open Reaction Database (ORD), a public repository of structured organic reaction records. describe an organic reaction: reactants, conditions, products, and yield Conditions: time 8 hour. Starting materials: NN1C=CC=C1 (1-aminopyrrole), C(=O)(OCC1=CC=CC=C1)N[C@@H](CO)C(=O)O (carbobenzyloxy-L-serine), C1CCC(CC1)N=C=NC2CCCCC2 (DCC). Product: C1(=CC=CC=C1)COC(N[C@H](C(NN1C=CC=C1)=O)CO)=O ((S)-Phenylmethyl-[1-(hydroxymethyl)-2-oxo-2-(1H-pyrrol-1-ylamino)ethyl]carbamate). As a reaction SMILES: [NH2:1][N:2]1[CH:6]=[CH:5][CH:4]=[CH:3]1.[C:7]([NH:17][C@H:18]([C:21](O)=[O:22])[CH2:19][OH:20])([O:9][CH2:10][C:11]1[CH:16]=[CH:15][CH:14]=[CH:13][CH:12]=1)=[O:8].C1CCC(N=C=NC2CCCCC2)CC1>C(Cl)Cl.CN(C)C=O>[C:11]1([CH2:10][O:9][C:7](=[O:8])[NH:17][C@@H:18]([CH2:21][OH:22])[C:19](=[O:20])[NH:1][N:2]2[CH:6]=[CH:5][CH:4]=[CH:3]2)[CH:12]=[CH:13][CH:14]=[CH:15][CH:16]=1. Yield: 61.7%. Run in C(Cl)Cl (DCM), CN(C=O)C (dimethylformamide). Procedure details: To a solution of 1-aminopyrrole (3.28 g) and carbobenzyloxy-L-serine (9.57 g) in 100 ml of dry DCM and 10 ml of dry dimethylformamide was added DCC (10.0 g) at 0° C. After 10 minutes the ice bath was removed and the reaction mixture was stirred at room temperature overnight. The precipitate was filtered and stirred in boiling ethyl acetate. The mixture was filtered and the filtrate was combined with the filtrate of the reaction mixture and evaporated to dryness. The residue was purified by flash... The reactants are P(=O)(Cl)(Cl)Cl (phosphorus oxychloride), N1C(CCCC1)=O (2-piperidone), NC1=C(CN2CCOCC2)C=CC=C1 (4-(2-aminobenzyl)morpholine). Run in C1=CC=CC=C1 (benzene), C1=CC=CC=C1 (benzene). Yields the product N1C(CCCC1)=NC1=C(CN2CCOCC2)C=CC=C1 (4-[2-(2-piperidinylideneamino)benzyl]morpholine). Reaction SMILES: [NH:1]1[CH2:6][CH2:5][CH2:4][CH2:3][C:2]1=O.[NH2:8][C:9]1[CH:21]=[CH:20][CH:19]=[CH:18][C:10]=1[CH2:11][N:12]1[CH2:17][CH2:16][O:15][CH2:14][CH2:13]1.P(Cl)(Cl)(Cl)=O>C1C=CC=CC=1>[NH:1]1[CH2:6][CH2:5][CH2:4][CH2:3][C:2]1=[N:8][C:9]1[CH:21]=[CH:20][CH:19]=[CH:18][C:10]=1[CH2:11][N:12]1[CH2:13][CH2:14][O:15][CH2:16][CH2:17]1. Procedure details: A mixture of 2-piperidone (3.6 g) in benzene (30 ml), 4-(2-aminobenzyl)morpholine (5.7 g) in benzene (20 ml) and phosphorus oxychloride (3.6 ml) was heated at 65°-70° C. for 48 hours to yield 4-[2-(2-piperidinylideneamino)benzyl]morpholine (m.p. 108°-110° C.) which was recrystallised from hexane. The reactants are BrCc1ccccc1, COc1ccc(Br)cc1O, [H-], [Na+], CN(C)C=O. Product: COc1ccc(Br)cc1OCc1ccccc1. RXN SMILES: [Br:13][CH2:14][c:15]1[cH:16][cH:17][cH:18][cH:19][cH:20]1.[Br:3][c:4]1[cH:5][cH:6][c:7]([O:11][CH3:12])[c:8]([OH:10])[cH:9]1.[H-:2].[Na+:1].[O:21]=[CH:22][N:23]([CH3:24])[CH3:25]>>[Br:3][c:4]1[cH:5][cH:6][c:7]([O:11][CH3:12])[c:8]([O:10][CH2:14][c:15]2[cH:16][cH:17][cH:18][cH:19][cH:20]2)[cH:9]1.